From a dataset of the Open Reaction Database (ORD), a public repository of structured organic reaction records. describe an organic reaction: reactants, conditions, products, and yield Starting materials: COCCS(N)(CCOC)(F)(F)F (bis-(2-methoxyethyl)-aminosulphur trifluoride), FC1=CC=C(C(C(=O)O[C@]23C=CC[C@H](CC2)N3C)(O)C3=CC=C(C=C3)F)C=C1 (Tropenol 4,4′-difluorobenzilate). The solvent is ClCCl (dichloromethane). Product: [C@@]12(C=CC[C@H](CC1)N2C)O.FC(C(=O)[O-])(C1=CC=C(C=C1)F)C1=CC=C(C=C1)F (Tropenol 2-fluoro-2,2-bis(4-fluorophenyl)-acetate). Reaction SMILES: COCCS(F)(F)([F:11])(CCOC)N.[F:14][C:15]1[CH:41]=[CH:40][C:18]([C:19]([C:33]2[CH:38]=[CH:37][C:36]([F:39])=[CH:35][CH:34]=2)(O)[C:20]([O:22][C@@:23]23[N:30]([CH3:31])[C@@H:27]([CH2:28][CH2:29]2)[CH2:26][CH:25]=[CH:24]3)=[O:21])=[CH:17][CH:16]=1>ClCCl>[C@@:23]12([OH:22])[N:30]([CH3:31])[C@@H:27]([CH2:28][CH2:29]1)[CH2:26][CH:25]=[CH:24]2.[F:11][C:19]([C:33]1[CH:38]=[CH:37][C:36]([F:39])=[CH:35][CH:34]=1)([C:18]1[CH:40]=[CH:41][C:15]([F:14])=[CH:16][CH:17]=1)[C:20]([O-:22])=[O:21] |f:3.4|. Procedure: 2.94 g (0.013 mol) of bis-(2-methoxyethyl)-aminosulphur trifluoride are reacted with 3.85 g (0.01 mol) of 5d analogously to Example 4, step 4.3 in 100 ml of dichloromethane. The product is recrystallised from acetonitrile in the form of its hydrochloride. Starting materials: CC(C)(C)OC(=O)Nc1ccc(C#C[Si](C)(C)C)cc1[N+](=O)[O-], C1CCOC1, CO, [Na+], [OH-], O=C(O)CC(O)(CC(=O)O)C(=O)O. Product: C#Cc1ccc(NC(=O)OC(C)(C)C)c([N+](=O)[O-])c1. Reaction SMILES: [C:1]([CH3:2])([CH3:3])([CH3:4])[O:5][C:6]([NH:7][c:8]1[c:9]([N+:20](=[O:21])[O-:22])[cH:10][c:11]([C:14]#[C:15][Si:16]([CH3:17])([CH3:18])[CH3:19])[cH:12][cH:13]1)=[O:23].[CH2:41]1[O:42][CH2:43][CH2:44][CH2:45]1.[CH3:39][OH:40].[Na+:25].[OH-:24].[OH:26][C:27]([CH2:28][C:29]([C:30](=[O:31])[OH:32])([CH2:33][C:34](=[O:35])[OH:36])[OH:37])=[O:38]>>[C:1]([CH3:2])([CH3:3])([CH3:4])[O:5][C:6]([NH:7][c:8]1[c:9]([N+:20](=[O:21])[O-:22])[cH:10][c:11]([C:14]#[CH:15])[cH:12][cH:13]1)=[O:23]. The reactants are Br, COc1ccc2cc(Br)ccc2c1, COC(=O)c1c(OC)ccc2ccccc12, CC(=O)O, C=[N+]=[N-], O=C(O)c1c(O)ccc2ccccc12. The product is COC(=O)c1c(OC)ccc2cc(Br)ccc12. Reaction SMILES: [Br:47].[CH3:1][O:2][c:3]1[cH:4][c:5]2[cH:6][cH:7][c:8]([Br:13])[cH:9][c:10]2[cH:11][cH:12]1.[CH3:31][O:32][C:33](=[O:34])[c:35]1[c:36]2[c:37]([cH:38][cH:39][cH:40][cH:41]2)[cH:42][cH:43][c:44]1[O:45][CH3:46].[CH3:48][C:49](=[O:50])[OH:51].[N+:28](=[CH2:29])=[N-:30].[OH:14][c:15]1[cH:16][cH:17][c:18]2[c:19]([cH:20][cH:21][cH:22][cH:23]2)[c:24]1[C:25]([OH:26])=[O:27]>>[CH3:1][O:2][c:3]1[c:4]([C:33]([O:32][CH3:31])=[O:34])[c:5]2[cH:6][cH:7][c:8]([Br:13])[cH:9][c:10]2[cH:11][cH:12]1. Starting materials: Brc1ccccc1, CC(=O)[O-], CC(=O)[O-], [Na+], O=[Ca], [Pd+2], c1ccc(P(CCP(c2ccccc2)c2ccccc2)c2ccccc2)cc1, Cc1ccc(S(=O)[O-])cc1. Product: Cc1ccc(-c2ccccc2)cc1. RXN SMILES: [Br:12][c:13]1[cH:14][cH:15][cH:16][cH:17][cH:18]1.[C:49]([O-:50])(=[O:51])[CH3:52].[C:54]([O-:55])(=[O:56])[CH3:57].[Na+:11].[O:47]=[Ca:48].[Pd+2:53].[c:19]1([P:20]([c:21]2[cH:22][cH:23][cH:24][cH:25][cH:26]2)[CH2:27][CH2:28][P:29]([c:30]2[cH:31][cH:32][cH:33][cH:34][cH:35]2)[c:36]2[cH:37][cH:38][cH:39][cH:40][cH:41]2)[cH:42][cH:43][cH:44][cH:45][cH:46]1.[c:1]1([CH3:10])[cH:2][cH:3][c:4]([S:7]([O-:8])=[O:9])[cH:5][cH:6]1>>[c:1]1([CH3:10])[cH:2][cH:3][c:4](-[c:13]2[cH:14][cH:15][cH:16][cH:17][cH:18]2)[cH:5][cH:6]1.